Dataset: the Open Reaction Database (ORD), a public repository of structured organic reaction records. Task: describe an organic reaction: reactants, conditions, products, and yield Starting materials: CC(C)O, O=c1[nH]cnc2cc(F)cc(F)c12. Yields the product CC(C)Oc1cc(F)cc2nc[nH]c(=O)c12. RXN SMILES: [CH:14]([CH3:15])([CH3:16])[OH:17].[F:1][c:2]1[c:3]2[c:4](=[O:13])[nH:5][cH:6][n:7][c:8]2[cH:9][c:10]([F:12])[cH:11]1>>[c:2]1([O:17][CH:14]([CH3:15])[CH3:16])[c:3]2[c:4](=[O:13])[nH:5][cH:6][n:7][c:8]2[cH:9][c:10]([F:12])[cH:11]1. Reactants: O=C([O-])[O-], CCCCI, Cc1cc(C#N)cc(Oc2[nH]c(=O)[nH]c(=O)c2C(C)C)c1, [K+], [K+], CN(C)C=O. The product is CCCCn1c(Oc2cc(C)cc(C#N)c2)c(C(C)C)c(=O)[nH]c1=O. Reaction SMILES: [C:1](=[O:2])([O-:3])[O-:4].[CH2:28]([CH2:29][CH2:30][CH3:31])[I:32].[CH:7]([CH3:8])([CH3:9])[c:10]1[c:11]([O:18][c:19]2[cH:20][c:21]([C:22]#[N:23])[cH:24][c:25]([CH3:27])[cH:26]2)[nH:12][c:13](=[O:17])[nH:14][c:15]1=[O:16].[K+:5].[K+:6].[O:33]=[CH:34][N:35]([CH3:36])[CH3:37]>>[CH:7]([CH3:8])([CH3:9])[c:10]1[c:11]([O:18][c:19]2[cH:20][c:21]([C:22]#[N:23])[cH:24][c:25]([CH3:27])[cH:26]2)[n:12]([CH2:28][CH2:29][CH2:30][CH3:31])[c:13](=[O:17])[nH:14][c:15]1=[O:16].